This data is from the Open Reaction Database (ORD), a public repository of structured organic reaction records. The task is: describe an organic reaction: reactants, conditions, products, and yield Reactants: 1.10F, ClC1=C(C=CC(=C1)Cl)C1=CC2=C(N(C3=CC=C(C=C23)C(C=CN(C)C)=O)C)N(C1=O)C (3-(2,4-dichlorophenyl)-6-(3-dimethylaminoacryloyl)-1,9-dimethyl-1,9-dihydropyrido[2,3-b]indol-2-one), CNN (methylhydrazine). Product: ClC1=C(C=CC(=C1)Cl)C1=CC2=C(N(C3=CC=C(C=C23)C=2N(N=CC2)C)C)N(C1=O)C (3-(2,4-Dichlorophenyl)-1,9-dimethyl-6-(2-methyl-2H-pyrazol-3-yl)-1,9-dihydropyrido[2,3-b]indol-2-one). Reaction SMILES: [Cl:1][C:2]1[CH:7]=[C:6]([Cl:8])[CH:5]=[CH:4][C:3]=1[C:9]1[C:29](=[O:30])[N:28]([CH3:31])[C:12]2[N:13]([CH3:27])[C:14]3[C:19]([C:11]=2[CH:10]=1)=[CH:18][C:17]([C:20](=O)[CH:21]=[CH:22][N:23](C)C)=[CH:16][CH:15]=3.[CH3:32][NH:33]N>>[Cl:1][C:2]1[CH:7]=[C:6]([Cl:8])[CH:5]=[CH:4][C:3]=1[C:9]1[C:29](=[O:30])[N:28]([CH3:31])[C:12]2[N:13]([CH3:27])[C:14]3[C:19]([C:11]=2[CH:10]=1)=[CH:18][C:17]([C:20]1[N:33]([CH3:32])[N:23]=[CH:22][CH:21]=1)=[CH:16][CH:15]=3. Procedure: The process is carried out as in Example 37 above, with the compound from preparation 1.10F, 3-(2,4-dichlorophenyl)-6-(3-dimethylaminoacryloyl)-1,9-dimethyl-1,9-dihydropyrido[2,3-b]indol-2-one and methylhydrazine Run at time 1 hour. The solvent is C(C)(=O)OCC (ethyl acetate), C(C)(=O)OCC (ethyl acetate). Starting materials: C([O-])(O)=O.[Na+] (sodium bicarbonate), Cl (hydrogen chloride), FC(C=1C=C(C(=O)N2[C@@H](CN(CC2)CC(=O)N2CCN(CC2)C(C2=CC=CC=C2)(C2=CC=CC=C2)C2=CC=CC=C2)CC2=CNC3=CC=CC=C23)C=C(C1)C(F)(F)F)(F)F ((2R)-1-[3,5-bis(trifluoromethyl)benzoyl]-2-(1H-indol-3-yl-methyl)-4-[(4-trityl-1-piperazinyl)carbonylmethyl]piperazine). As a reaction SMILES: [ClH:1].[F:2][C:3]([F:61])([F:60])[C:4]1[CH:5]=[C:6]([CH:53]=[C:54]([C:56]([F:59])([F:58])[F:57])[CH:55]=1)[C:7]([N:9]1[CH2:14][CH2:13][N:12]([CH2:15][C:16]([N:18]2[CH2:23][CH2:22][N:21](C(C3C=CC=CC=3)(C3C=CC=CC=3)C3C=CC=CC=3)[CH2:20][CH2:19]2)=[O:17])[CH2:11][C@H:10]1[CH2:43][C:44]1[C:52]2[C:47](=[CH:48][CH:49]=[CH:50][CH:51]=2)[NH:46][CH:45]=1)=[O:8].C(=O)(O)[O-].[Na+]>C(OCC)(=O)C>[ClH:1].[ClH:1].[F:60][C:3]([F:2])([F:61])[C:4]1[CH:5]=[C:6]([CH:53]=[C:54]([C:56]([F:59])([F:58])[F:57])[CH:55]=1)[C:7]([N:9]1[CH2:14][CH2:13][N:12]([CH2:15][C:16]([N:18]2[CH2:23][CH2:22][NH:21][CH2:20][CH2:19]2)=[O:17])[CH2:11][C@H:10]1[CH2:43][C:44]1[C:52]2[C:47](=[CH:48][CH:49]=[CH:50][CH:51]=2)[NH:46][CH:45]=1)=[O:8] |f:2.3,5.6.7|. Procedure: A solution of 4N hydrogen chloride in ethyl acetate solution (1.5 ml) was added dropwise to a solution of (2R)-1-[3,5-bis(trifluoromethyl)benzoyl]-2-(1H-indol-3-yl-methyl)-4-[(4-trityl-1-piperazinyl)carbonylmethyl]piperazine (480 mg) in ethyl acetate (5 ml) at 0° C. The resulting mixture was stirred at the same temperature for 1 hour and then allowed to stand overnight. Aqueous saturated sodium bicarbonate solution (20 ml) was added to the reaction mixture, and the product was extracted with eth... Product: Cl.Cl.FC(C=1C=C(C(=O)N2[C@@H](CN(CC2)CC(=O)N2CCNCC2)CC2=CNC3=CC=CC=C23)C=C(C1)C(F)(F)F)(F)F ((2R)-1-[3,5-bis(trifluoromethyl)benzoyl]-2-(1H-indol-3-yl-methyl)-4-[(1-piperazinyl)carbonylmethyl]piperazine dihydrochloride). As a reaction SMILES: [CH3:1][C:2]1[CH:9]=[CH:8][C:5]([CH2:6][NH2:7])=[CH:4][CH:3]=1.C([O:14][C:15]([C:17]1[CH:22]=[CH:21][CH:20]=[CH:19][C:18]=1[C:23]1[CH:28]=[CH:27][C:26]([CH2:29][N:30]2[C:38]3[C:33](=[CH:34]C(C(O)=O)=C[CH:37]=3)[C:32]([CH3:42])=[C:31]2[CH3:43])=[CH:25][CH:24]=1)=[O:16])(C)(C)C>>[CH3:37][C:38]1[N:30]([CH2:29][C:26]2[CH:25]=[CH:24][C:23]([C:18]3[C:17]([C:15]([OH:14])=[O:16])=[CH:22][CH:21]=[CH:20][CH:19]=3)=[CH:28][CH:27]=2)[C:31]2[C:43]([C:33]=1[CH3:34])=[CH:18][C:17]([C:15](=[O:14])[NH:7][CH2:6][C:5]1[CH:8]=[CH:9][C:2]([CH3:1])=[CH:3][CH:4]=1)=[CH:42][CH:32]=2. Reactants: CC1=CC=C(CN)C=C1 (4-methylbenzylamine), C(C)(C)(C)OC(=O)C1=C(C=CC=C1)C1=CC=C(C=C1)CN1C(=C(C2=CC(=CC=C12)C(=O)O)C)C (1-((2′-(tert-butoxycarbonyl)biphenyl-4-yl)methyl)-2,3-dimethyl-1H-indole-5-carboxylic acid). Product: CC=1N(C2=CC=C(C=C2C1C)C(NCC1=CC=C(C=C1)C)=O)CC1=CC=C(C=C1)C=1C(=CC=CC1)C(=O)O (4′-((2,3-dimethyl-5-(4-methylbenzylcarbamoyl)-1H-indol-1-yl)methyl)biphenyl-2-carboxylic acid). Procedure details: The title compound was prepared following the same general protocol as described in Steps 8-9, Example 1, using 4-methylbenzylamine and 1-((2′-(tert-butoxycarbonyl)biphenyl-4-yl)methyl)-2,3-dimethyl-1H-indole-5-carboxylic acid.